This data is from the Open Reaction Database (ORD), a public repository of structured organic reaction records. The task is: describe an organic reaction: reactants, conditions, products, and yield Starting materials: [Al+3], CC(=O)OC(C)=O, [Cl-], [Cl-], [Cl-], Clc1ccccc1Cl, O=c1ccc2cccc(O)c2[nH]1. Reaction SMILES: [Al+3:14].[CH3:17][C:18](=[O:19])[O:20][C:21](=[O:22])[CH3:23].[Cl-:13].[Cl-:15].[Cl-:16].[Cl:24][c:25]1[cH:26][cH:27][cH:28][cH:29][c:30]1[Cl:31].[OH:1][c:2]1[cH:3][cH:4][cH:5][c:6]2[cH:7][cH:8][c:9](=[O:12])[nH:10][c:11]12>>[OH:1][c:2]1[cH:3][cH:4][c:5]([C:18]([CH3:17])=[O:19])[c:6]2[cH:7][cH:8][c:9](=[O:12])[nH:10][c:11]12. The product is CC(=O)c1ccc(O)c2[nH]c(=O)ccc12. Reaction SMILES: [Br:35][C:36]([C:37](=[O:38])[O:39][CH2:40][CH3:41])([CH3:42])[CH3:43].[C:29](=[O:30])([O-:31])[O-:32].[Cs+:33].[Cs+:34].[O:44]=[CH:45][N:46]([CH3:47])[CH3:48].[OH:1][c:2]1[cH:3][cH:4][c:5]([CH2:8][CH2:9][c:10]2[n:11]([CH2:26][CH2:27][CH3:28])[c:12](=[O:25])[n:13](-[c:15]3[cH:16][cH:17][c:18]([C:21]([F:22])([F:23])[F:24])[cH:19][cH:20]3)[n:14]2)[cH:6][cH:7]1>>[O:1]([c:2]1[cH:3][cH:4][c:5]([CH2:8][CH2:9][c:10]2[n:11]([CH2:26][CH2:27][CH3:28])[c:12](=[O:25])[n:13](-[c:15]3[cH:16][cH:17][c:18]([C:21]([F:22])([F:23])[F:24])[cH:19][cH:20]3)[n:14]2)[cH:6][cH:7]1)[C:36]([C:37](=[O:38])[O:39][CH2:40][CH3:41])([CH3:42])[CH3:43]. Starting materials: CCOC(=O)C(C)(C)Br, O=C([O-])[O-], [Cs+], [Cs+], CN(C)C=O, CCCn1c(CCc2ccc(O)cc2)nn(-c2ccc(C(F)(F)F)cc2)c1=O. Yields the product CCCn1c(CCc2ccc(OC(C)(C)C(=O)OCC)cc2)nn(-c2ccc(C(F)(F)F)cc2)c1=O. Starting materials: COC(=O)C1CCC(N(C)C(=O)OC(C)(C)C)CC1, CO, [Na+], [OH-]. Yields the product CN(C(=O)OC(C)(C)C)C1CCC(C(=O)O)CC1. RXN SMILES: [C:1]([CH3:2])([CH3:3])([CH3:4])[O:5][C:6](=[O:7])[N:8]([CH:9]1[CH2:10][CH2:11][CH:12]([C:15](=[O:16])[O:17][CH3:18])[CH2:13][CH2:14]1)[CH3:19].[CH3:22][OH:23].[Na+:21].[OH-:20]>>[C:1]([CH3:2])([CH3:3])([CH3:4])[O:5][C:6](=[O:7])[N:8]([CH:9]1[CH2:10][CH2:11][CH:12]([C:15](=[O:16])[OH:17])[CH2:13][CH2:14]1)[CH3:19]. The reactants are N1(CCC(CC1)NC(=O)N1C=NC=C1)C1=NC=CC=C1 (imidazole-1-carboxylic acid (3,4,5,6-tetrahydro-2H-[1,2′]bipyridinyl-4-yl)-amide), N1(CCC(CC1)NC(=O)N1C=NC=C1)C1=NC=CC=C1 (imidazole-1-carboxylic acid (3,4,5,6-tetrahydro-2H-[1,2′]bipyridinyl-4-yl)-amide), Cl.Cl.N1(CCC(CC1)NC(=O)N1CCC(CC1)N)C1=NC=CC=C1 (4-amino-piperidine-1-carboxylic acid (3,4,5,6-tetrahydro-2H-[1,2′]bipyridinyl-4-yl)-amide dihydrochloride). The product is N1(CCC(CC1)NC(=O)N1CCC(CC1)NC(=O)N1C=NC=C1)C1=NC=CC=C1 (4-[(Imidazole-1-carbonyl)-amino]-piperidine-1-carboxylic acid (3,4,5,6-tetrahydro-2H-[1,2′]bipyridinyl-4-yl)-amide). RXN SMILES: N1(C2C=CC=CN=2)CCC(N[C:8]([N:10]2[CH:14]=[CH:13][N:12]=[CH:11]2)=[O:9])CC1.Cl.Cl.[N:23]1([C:39]2[CH:44]=[CH:43][CH:42]=[CH:41][N:40]=2)[CH2:28][CH2:27][CH:26]([NH:29][C:30]([N:32]2[CH2:37][CH2:36][CH:35]([NH2:38])[CH2:34][CH2:33]2)=[O:31])[CH2:25][CH2:24]1>>[N:23]1([C:39]2[CH:44]=[CH:43][CH:42]=[CH:41][N:40]=2)[CH2:28][CH2:27][CH:26]([NH:29][C:30]([N:32]2[CH2:37][CH2:36][CH:35]([NH:38][C:8]([N:10]3[CH:14]=[CH:13][N:12]=[CH:11]3)=[O:9])[CH2:34][CH2:33]2)=[O:31])[CH2:25][CH2:24]1 |f:1.2.3|. Reported procedure: The title product is prepared analogously to imidazole-1-carboxylic acid (3,4,5,6-tetrahydro-2H-[1,2′]bipyridinyl-4-yl)-amide (Intermediate A1) by replacing 3,4,5,6-tetrahydro-2H-[1,2′]bipyridinyl-4-ylamine dihydrochloride with 4-amino-piperidine-1-carboxylic acid (3,4,5,6-tetrahydro-2H-[1,2′]bipyridinyl-4-yl)-amide dihydrochloride (Intermediate H2). Reaction SMILES: [OH:1][C:2]1[CH:3]=[CH:4][CH:5]=[C:6]2[C:11]=1[N:10]=[CH:9][N:8]=[CH:7]2.I[CH3:13]>>[CH3:13][O:1][C:2]1[CH:3]=[CH:4][CH:5]=[C:6]2[C:11]=1[N:10]=[CH:9][N:8]=[CH:7]2. Starting materials: OC=1C=CC=C2C=NC=NC12 (8-hydroxy-quinazoline), IC (iodomethane). Product: COC=1C=CC=C2C=NC=NC12 (8-methoxy-quinazoline). Reported procedure: According to the procedure previously described in Example 6, 8-hydroxy-quinazoline (A1) (20 mmol) and iodomethane gave 8-methoxy-quinazoline (111). 8-Methoxy-quinazoline (111) (10 mmol) was then treated with m-chloroperbenzoic acid which gave the N-oxide 112. Subsequent treatment of the N-oxide 112 with Ac2O and phosphorus oxychloride according to Example 14 afforded 2-chloro-8-methoxy-quinazoline (113). Reactants: O=C([O-])[O-], CC#N, Cc1c(F)cc(C(=O)NC2CC2)cc1-n1ccnc(NC(C)(C)c2ccccc2O)c1=O, ClCCBr, [K+], [K+]. Yields the product Cc1c(F)cc(C(=O)NC2CC2)cc1-n1ccnc(NC(C)(C)c2ccccc2OCCCl)c1=O. Reaction SMILES: [C:33](=[O:34])([O-:35])[O-:36].[CH3:43][C:44]#[N:45].[CH:1]1([NH:4][C:5]([c:6]2[cH:7][c:8]([F:31])[c:9]([CH3:30])[c:10](-[n:12]3[c:13](=[O:29])[c:14]([NH:18][C:19]([CH3:20])([CH3:21])[c:22]4[c:23]([OH:28])[cH:24][cH:25][cH:26][cH:27]4)[n:15][cH:16][cH:17]3)[cH:11]2)=[O:32])[CH2:2][CH2:3]1.[Cl:39][CH2:40][CH2:41][Br:42].[K+:37].[K+:38]>>[CH:1]1([NH:4][C:5]([c:6]2[cH:7][c:8]([F:31])[c:9]([CH3:30])[c:10](-[n:12]3[c:13](=[O:29])[c:14]([NH:18][C:19]([CH3:20])([CH3:21])[c:22]4[c:23]([O:28][CH2:41][CH2:40][Cl:39])[cH:24][cH:25][cH:26][cH:27]4)[n:15][cH:16][cH:17]3)[cH:11]2)=[O:32])[CH2:2][CH2:3]1.